From a dataset of the Open Reaction Database (ORD), a public repository of structured organic reaction records. describe an organic reaction: reactants, conditions, products, and yield Starting materials: CCOC(=O)c1cc(Br)c(-c2cc(F)cc(Cl)c2)s1, CCOC(=O)c1cc(Br)c(Br)s1. Yields the product CCOC(=O)c1cc(Br)c(-c2cccc(Cl)c2)s1. RXN SMILES: [Br:1][c:2]1[cH:3][c:4]([C:15](=[O:16])[O:17][CH2:18][CH3:19])[s:5][c:6]1-[c:7]1[cH:8][c:9]([Cl:14])[cH:10][c:11]([F:13])[cH:12]1.[Br:20][c:21]1[cH:22][c:23]([C:24]([O:25][CH2:26][CH3:27])=[O:28])[s:29][c:30]1[Br:31]>>[Br:1][c:2]1[cH:3][c:4]([C:15](=[O:16])[O:17][CH2:18][CH3:19])[s:5][c:6]1-[c:7]1[cH:8][c:9]([Cl:14])[cH:10][cH:11][cH:12]1. Reactants: C(C)(=O)OC(C)=O (acetic anhydride), C(C)(=O)O (acetic acid), epoxide, CC1=CC[C@@H](CC1)C(=C)C (limonene). Yields the product CC(=O)CC(=O)O (diacetate), CC1=CC[C@@H](CC1)C(=C)C (limonene). RXN SMILES: [CH3:1][C:2]1[CH2:7][CH2:6][C@@H:5]([C:8]([CH3:10])=[CH2:9])[CH2:4][CH:3]=1.C([O:14][C:15](=[O:17])[CH3:16])(=O)C.[C:18](O)(=[O:20])[CH3:19]>>[CH3:19][C:18]([CH2:16][C:15]([OH:14])=[O:17])=[O:20].[CH3:1][C:2]1[CH2:7][CH2:6][C@@H:5]([C:8]([CH3:10])=[CH2:9])[CH2:4][CH:3]=1. Reported procedure: This patent discloses a process in which the 1,2 epoxide of limonene is refluxed with acetic acid and acetic anhydride to yield the 1,2 diacetate of limonene and the excess of these esterification reagents is removed. The diester product of pyrolysed by heating at atmospheric pressure at an elevated temperature. The carvyl acetate is obtained by fractional distillation of the resulting mixture. Reactants: [N+](=O)([O-])C=1C(=C(CNC(C(C)(C)C)=O)C=CC1C)C (N-(3-nitro-2,4-dimethyl-benzyl)-2,2-dimethyl-propionamide). Reagents/catalysts: [Pd] (Pd/C). Solvent: CO (MeOH). Reaction conditions: time 9 hour. Yields the product NC=1C(=C(CNC(C(C)(C)C)=O)C=CC1C)C (N-(3-Amino-2,4-dimethyl-benzyl)-2,2-dimethyl-propionamide). RXN SMILES: [N+:1]([C:4]1[C:5]([CH3:19])=[C:6]([CH:15]=[CH:16][C:17]=1[CH3:18])[CH2:7][NH:8][C:9](=[O:14])[C:10]([CH3:13])([CH3:12])[CH3:11])([O-])=O>[Pd].CO>[NH2:1][C:4]1[C:5]([CH3:19])=[C:6]([CH:15]=[CH:16][C:17]=1[CH3:18])[CH2:7][NH:8][C:9](=[O:14])[C:10]([CH3:13])([CH3:12])[CH3:11]. Reported procedure: A mixture of N-(3-nitro-2,4-dimethyl-benzyl)-2,2-dimethyl-propionamide (500 mg, 1.89 mmol), Pd/C (50 mg) and MeOH (20 mL) is stirred for 9 h under a hydrogen atmosphere (50 psi). The catalyst is removed by filtration and the filtrate is concentrated.